This data is from the Open Reaction Database (ORD), a public repository of structured organic reaction records. The task is: describe an organic reaction: reactants, conditions, products, and yield Reactants: C(C1=CC=CC=C1)OC=1C=C2C(=C3C=C(NC13)C(=O)OC)[C@@H](CN2C(=O)OC(C)(C)C)CCl (methyl (1S)-5-benzyloxy-3-t-butoxycarbonyl-1-chloromethyl-1,2,3,6-tetrahydropyrrolo[3,2-e]indole-7-carboxylate), C(=O)[O-].[NH4+] (ammonium formate). Reagents/catalysts: [C].[Pd] (palladium carbon). Run in O1CCCC1 (tetrahydrofuran). Reaction conditions: time 1 hour. The product is C(C)(C)(C)OC(=O)N1C[C@H](C2=C3C=C(NC3=C(C=C21)O)C(=O)OC)CCl (methyl (1S)-3-t-butoxycarbonyl-1-chloromethyl-5-hydroxy-1,2,3,6-tetrahydropyrrolo[3,2-e]indole-7-carboxylate). Isolated yield 95.1%. RXN SMILES: C([O:8][C:9]1[CH:10]=[C:11]2[N:24]([C:25]([O:27][C:28]([CH3:31])([CH3:30])[CH3:29])=[O:26])[CH2:23][C@@H:22]([CH2:32][Cl:33])[C:12]2=[C:13]2[C:17]=1[NH:16][C:15]([C:18]([O:20][CH3:21])=[O:19])=[CH:14]2)C1C=CC=CC=1.C([O-])=O.[NH4+]>O1CCCC1.[C].[Pd]>[C:28]([O:27][C:25]([N:24]1[C:11]2[C:12](=[C:13]3[C:17](=[C:9]([OH:8])[CH:10]=2)[NH:16][C:15]([C:18]([O:20][CH3:21])=[O:19])=[CH:14]3)[C@H:22]([CH2:32][Cl:33])[CH2:23]1)=[O:26])([CH3:31])([CH3:30])[CH3:29] |f:1.2,4.5|. Reported procedure: 150.7 mg (0.32 mmole) of methyl (1S)-5-benzyloxy-3-t-butoxycarbonyl-1-chloromethyl-1,2,3,6-tetrahydropyrrolo[3,2-e]indole-7-carboxylate and 90 mg of 10% palladium carbon were suspended in 4 ml of tetrahydrofuran, and 1 ml of 25% ammonium formate aqueous solution was added dropwise under ice-cold condition, followed by stirring for 1 hour. The resulting reaction mixture was extracted with ethyl acetate, the obtained organic layer was dried over anhydrous sodium sulfate, and filtrated, followed by... Reactants: BrC1=NC=C(C=O)C=C1 (6-bromonicotinaldehyde), C(OCC)(OCC)OCC (Triethyl orthoformate), O.C1(=CC=C(C=C1)S(=O)(=O)O)C (p-toluenesulfonic acid mono-hydrate). The solvent is C(C)O (ethanol). Run at time 3 hour. The product is BrC1=NC=C(C=C1)C(OCC)OCC (2-bromo-5-(diethoxymethyl)pyridine). Isolated yield 91.0%. Reaction SMILES: [Br:1][C:2]1[CH:9]=[CH:8][C:5](C=O)=[CH:4][N:3]=1.[CH:10]([O:17][CH2:18][CH3:19])([O:14][CH2:15][CH3:16])OCC.O.C1(C)C=CC(S(O)(=O)=O)=CC=1>C(O)C>[Br:1][C:2]1[CH:9]=[CH:8][C:5]([CH:10]([O:14][CH2:15][CH3:16])[O:17][CH2:18][CH3:19])=[CH:4][N:3]=1 |f:2.3|. Reported procedure: In ethanol (50 mL) was dissolved 6-bromonicotinaldehyde (6.00 g, 32.3 mmol). Triethyl orthoformate (10.74 mL, 64.5 mmol) and p-toluenesulfonic acid mono-hydrate (307 mg, 1.613 mmol) were added and the mixture was reflexed for 3 hours. The solvent was evaporated from the mixture under reduced pressure. A saturated sodium bicarbonate solution and water were added and extraction with ethyl acetate was performed. The organic layer was washed with saturated brine, dried over anhydrous sodium sulfate,... Starting materials: C(C=CC1=CC=CC=C1)(=O)Cl (cinnamoyl chloride), C(C)(C)(C)C1=C(O)C(=CC(=C1)O)C(C)(C)C (2,6-di tert.butyl hydroquinone), O (water). Run in C1=CC=CC=C1 (benzene), [OH-].[Na+] (sodium hydroxide), C(C)O (ethanol). Procedure: 3,5-di tert. butyl-4-hydroxyphenyl cinnamate was prepared by dissolving 22.2 grams of 2,6-di tert.butyl hydroquinone in a solution of 4 grams of sodium hydroxide in 100 milliliters of ethanol and adding drop wise to this solution a solution of 18.2 grams of cinnamoyl chloride in 50 milliliters of benzene. The addition was completed in 30 minutes and the reaction mixture was stirred for an additional 45 minutes. The reaction mixture was then poured into 150 milliliters of water and the layers wer... The product is C(C=CC1=CC=CC=C1)(=O)OC1=CC(=C(C(=C1)C(C)(C)C)O)C(C)(C)C (3,5-di tert. butyl-4-hydroxyphenyl cinnamate), product. Reaction conditions: time 30 minute. As a reaction SMILES: [C:1]([C:5]1[CH:11]=[C:10]([OH:12])[CH:9]=[C:8]([C:13]([CH3:16])([CH3:15])[CH3:14])[C:6]=1[OH:7])([CH3:4])([CH3:3])[CH3:2].[C:17](Cl)(=[O:26])[CH:18]=[CH:19][C:20]1[CH:25]=[CH:24][CH:23]=[CH:22][CH:21]=1.O>[OH-].[Na+].C(O)C.C1C=CC=CC=1>[C:17]([O:12][C:10]1[CH:11]=[C:5]([C:1]([CH3:4])([CH3:3])[CH3:2])[C:6]([OH:7])=[C:8]([C:13]([CH3:16])([CH3:15])[CH3:14])[CH:9]=1)(=[O:26])[CH:18]=[CH:19][C:20]1[CH:25]=[CH:24][CH:23]=[CH:22][CH:21]=1 |f:3.4|. The reactants are CC(=O)OC(C)=O, ClC(Cl)Cl, Cc1cc(F)ccc1N. The product is CC(=O)Nc1ccc(F)cc1C. As a reaction SMILES: [CH3:1][C:2]([O:3][C:5]([CH3:6])=[O:7])=[O:4].[CH:17]([Cl:18])([Cl:19])[Cl:20].[F:8][c:9]1[cH:10][c:11]([CH3:16])[c:12]([NH2:13])[cH:14][cH:15]1>>[C:5]([CH3:6])(=[O:7])[NH:13][c:12]1[c:11]([CH3:16])[cH:10][c:9]([F:8])[cH:15][cH:14]1. The reactants are C(C)(OC)(OC)OC (Trimethyl orthoacetate), CS(=O)(=O)CCOCCNC1=C(C=NC2=CC=CC=C12)N (N4-{2-[2-(methylsulfonyl)ethoxy]ethyl}quinoline-3,4-diamine), Cl.N1=CC=CC=C1 (Pyridine hydrochloride). Run in C1(=CC=CC=C1)C (toluene). The product is CC=1N(C2=C(C=NC=3C=CC=CC23)N1)CCOCCS(=O)(=O)C (2-methyl-1-{2-[2-(methylsulfonyl)ethoxy]ethyl}-1H-imidazo[4,5-c]quinoline). The yield is 70.9%. RXN SMILES: [C:1](OC)(OC)(OC)[CH3:2].[CH3:9][S:10]([CH2:13][CH2:14][O:15][CH2:16][CH2:17][NH:18][C:19]1[C:28]2[C:23](=[CH:24][CH:25]=[CH:26][CH:27]=2)[N:22]=[CH:21][C:20]=1[NH2:29])(=[O:12])=[O:11].Cl.N1C=CC=CC=1>C1(C)C=CC=CC=1>[CH3:1][C:2]1[N:18]([CH2:17][CH2:16][O:15][CH2:14][CH2:13][S:10]([CH3:9])(=[O:12])=[O:11])[C:19]2[C:28]3[CH:27]=[CH:26][CH:25]=[CH:24][C:23]=3[N:22]=[CH:21][C:20]=2[N:29]=1 |f:2.3|. Procedure: Trimethyl orthoacetate (1 g, 8.1 mmol) was added to a mixture of N4-{2-[2-(methylsulfonyl)ethoxy]ethyl}quinoline-3,4-diamine (˜2.3 g, ˜7.4 mmol) and toluene (45 mL). Pyridine hydrochloride (0.25 g) was added and the reaction mixture was heated to reflux with the volatiles being collected in a Dean Stark trap. Pyridine was added to help solubilize the starting material. After 2 hours the reaction mixture was concentrated under reduced pressure to provide a dark oil. This material was purified by ... Reactants: CCN=C=NCCCN(C)C, Cl, Nc1cc(Cl)cc(F)c1C(=O)O, N, C1CCOC1, On1nnc2ccccc21. Product: NC(=O)c1c(N)cc(Cl)cc1F. Reaction SMILES: [CH3:13][CH2:14][N:15]=[C:16]=[N:17][CH2:18][CH2:19][CH2:20][N:21]([CH3:22])[CH3:23].[ClH:24].[NH2:1][c:2]1[c:3]([C:4](=[O:5])[OH:6])[c:7]([F:12])[cH:8][c:9]([Cl:11])[cH:10]1.[NH3:35].[O:36]1[CH2:37][CH2:38][CH2:39][CH2:40]1.[OH:25][n:26]1[c:27]2[c:28]([cH:29][cH:30][cH:31][cH:32]2)[n:33][n:34]1>>[NH2:1][c:2]1[c:3]([C:4](=[O:5])[NH2:15])[c:7]([F:12])[cH:8][c:9]([Cl:11])[cH:10]1. The reactants are NC1=CC=CC=C1C(O)=O, COC1=CC=C(S(=O)(Cl)=O)C=C1OC. Reagents/catalysts: O=C([O-])O.[Na+] (NaHCO3). Run in O (water), OCCOCCOCCOCCOCCO (PEG400), CC(C)=O (acetone). Run at temperature 25 celsius, pressure 100 psi, time 20 minute. The product is COc1ccc(S(=O)(=O)Nc2ccccc2C(=O)O)cc1OC. The yield is 85.0%.